Task: describe an organic reaction: reactants, conditions, products, and yield. Dataset: the Open Reaction Database (ORD), a public repository of structured organic reaction records Reactants: C1=CC=CC=2C3=CC=CC=C3C(C12)COC(=O)N1CCC(CC1)(O)CNC(=O)OC(C)(C)C (4-(tert-butoxycarbonylamino-methyl)-4-hydroxy-piperidine-1-carboxylic acid 9H-fluoren-9-ylmethyl ester), Cl (HCl). Solvent: C(Cl)Cl (DCM), O1CCOCC1 (dioxane). Reaction conditions: time 90 minute. Yields the product Cl.C1=CC=CC=2C3=CC=CC=C3C(C12)COC(=O)N1CCC(CC1)(O)CN (4-aminomethyl-4-hydroxy-piperidine-1-carboxylic acid 9H-fluoren-9-ylmethyl ester hydrochloride). Reaction SMILES: [CH:1]1[C:13]2[CH:12]([CH2:14][O:15][C:16]([N:18]3[CH2:23][CH2:22][C:21]([CH2:25][NH:26]C(OC(C)(C)C)=O)([OH:24])[CH2:20][CH2:19]3)=[O:17])[C:11]3[C:6](=[CH:7][CH:8]=[CH:9][CH:10]=3)[C:5]=2[CH:4]=[CH:3][CH:2]=1.[ClH:34]>C(Cl)Cl.O1CCOCC1>[ClH:34].[CH:10]1[C:11]2[CH:12]([CH2:14][O:15][C:16]([N:18]3[CH2:19][CH2:20][C:21]([CH2:25][NH2:26])([OH:24])[CH2:22][CH2:23]3)=[O:17])[C:13]3[C:5](=[CH:4][CH:3]=[CH:2][CH:1]=3)[C:6]=2[CH:7]=[CH:8][CH:9]=1 |f:4.5|. Procedure: A solution of 4-(tert-butoxycarbonylamino-methyl)-4-hydroxy-piperidine-1-carboxylic acid 9H-fluoren-9-ylmethyl ester (42.0 mmol, 19.0 g) in DCM (50 mL) was treated with 4 N HCl in dioxane (80 mL) and stirred for 90 minutes. The solvents were removed under reduced pressure, and the crude salt was triturated with diethyl ether, filtered, and dried to provide 4-aminomethyl-4-hydroxy-piperidine-1-carboxylic acid 9H-fluoren-9-ylmethyl ester hydrochloride.